This data is from the Open Reaction Database (ORD), a public repository of structured organic reaction records. The task is: describe an organic reaction: reactants, conditions, products, and yield Reactants: BrC=1C=C(C=O)C=CC1OC (3-bromo-4-methoxy-benzaldehyde), solution, C(CCC)[Li] (n-butyllithium), BrC1=CC=C(C=C1)C#C[Si](C(C)C)(C(C)C)C(C)C (1-bromo-4-triisopropylsilylethynyl-benzene), O (water). The solvent is O1CCCC1 (tetrahydrofuran), CCCCCC (hexane), O1CCCC1 (tetrahydrofuran). Conditions: temperature -78 celsius, time 1 hour. Yields the product BrC=1C=C(C=CC1OC)C(O)C1=CC=C(C=C1)C#C[Si](C(C)C)(C(C)C)C(C)C ((3-Bromo-4-methoxy-phenyl)-{4-[(triisopropylsilyl)-ethynyl]-phenyl}-methanol). Reaction SMILES: C([Li])CCC.Br[C:7]1[CH:12]=[CH:11][C:10]([C:13]#[C:14][Si:15]([CH:22]([CH3:24])[CH3:23])([CH:19]([CH3:21])[CH3:20])[CH:16]([CH3:18])[CH3:17])=[CH:9][CH:8]=1.[Br:25][C:26]1[CH:27]=[C:28]([CH:31]=[CH:32][C:33]=1[O:34][CH3:35])[CH:29]=[O:30].O>CCCCCC.O1CCCC1>[Br:25][C:26]1[CH:27]=[C:28]([CH:29]([C:7]2[CH:12]=[CH:11][C:10]([C:13]#[C:14][Si:15]([CH:22]([CH3:24])[CH3:23])([CH:19]([CH3:21])[CH3:20])[CH:16]([CH3:18])[CH3:17])=[CH:9][CH:8]=2)[OH:30])[CH:31]=[CH:32][C:33]=1[O:34][CH3:35]. Procedure: 14.8 mL of a 1.6 M solution of n-butyllithium in hexane are added dropwise under argon to a solution of 8.0 g 1-bromo-4-triisopropylsilylethynyl-benzene in 80 mL dry tetrahydrofuran chilled to −78° C. The solution is stirred for 1 h at −70° C. Then 5.1 g 3-bromo-4-methoxy-benzaldehyde dissolved in 20 mL tetrahydrofuran are added dropwise over 15 min. The resulting solution is left in the cooling bath to warm to ambient temperature overnight. Then water is added and the mixture is extracted with ... The reactants are [Si](C)(C)(C(C)(C)C)OC[C@H]1N(CC(C(=C1)COCC1=CC=C(C=C1)OC)=O)C(=O)OC(C)(C)C ((S)-tert-butyl 2-(((tert-butyldimethylsilyl)oxy)methyl)-4-(((4-methoxybenzyl)oxy)methyl)-5-oxo-5,6-dihydropyridine-1(2H)-carboxylate), [Si](C)(C)(C(C)(C)C)OC[C@H]1N(CC(C(=C1)COCC1=CC=C(C=C1)OC)=O)C(=O)OC(C)(C)C ((S)-tert-butyl 2-(((tert-butyldimethylsilyl)oxy)methyl)-4-(((4-methoxybenzyl)oxy)methyl)-5-oxo-5,6-dihydropyridine-1(2H)-carboxylate), [Si](C)(C)(C(C)(C)C)OC[C@H]1N(C[C@H](C(=C1)C)O)C(=O)OC(C)(C)C ((2S,5S)-tert-butyl 2-((tert-butyldimethylsilyloxy)methyl)-5-hydroxy-4-methyl-5,6-dihydropyridine-1(2H)-carboxylate). The product is [Si](C)(C)(C(C)(C)C)OC[C@H]1N(CC(C(=C1)COCC1=CC=C(C=C1)OC)O)C(=O)OC(C)(C)C ((2S)-tert-butyl 2-(((tert-butyldimethylsilyl)oxy)methyl)-5-hydroxy-4-(((4-methoxybenzyl)oxy)methyl)-5,6-dihydropyridine-1(2H)-carboxylate). As a reaction SMILES: [Si:1]([O:8][CH2:9][C@@H:10]1[CH:15]=[C:14]([CH2:16][O:17][CH2:18][C:19]2[CH:24]=[CH:23][C:22]([O:25][CH3:26])=[CH:21][CH:20]=2)[C:13](=[O:27])[CH2:12][N:11]1[C:28]([O:30][C:31]([CH3:34])([CH3:33])[CH3:32])=[O:29])([C:4]([CH3:7])([CH3:6])[CH3:5])([CH3:3])[CH3:2].[Si](OC[C@@H]1C=C(C)[C@H](O)CN1C(OC(C)(C)C)=O)(C(C)(C)C)(C)C>>[Si:1]([O:8][CH2:9][C@@H:10]1[CH:15]=[C:14]([CH2:16][O:17][CH2:18][C:19]2[CH:24]=[CH:23][C:22]([O:25][CH3:26])=[CH:21][CH:20]=2)[CH:13]([OH:27])[CH2:12][N:11]1[C:28]([O:30][C:31]([CH3:34])([CH3:33])[CH3:32])=[O:29])([C:4]([CH3:6])([CH3:7])[CH3:5])([CH3:3])[CH3:2]. Procedure details: The title compound was prepared from (S)-tert-butyl 2-(((tert-butyldimethylsilyl)oxy)methyl)-4-(((4-methoxybenzyl)oxy)methyl)-5-oxo-5,6-dihydropyridine-1(2H)-carboxylate (Intermediate 168, 34.99 mmol) according to the procedure for Intermediate 8. The reaction mixture was concentrated and the white solid was redissolved in 200 mL EtOAc and washed with satd. NaHCO3, brine, dried over MgSO4, filtered and concentrated. The residue was purified by silica gel column eluting with 0-100% ethyl acetate/... Reactants: CC(=O)OC(C)=O, ClCCl, CC(=O)N(N)c1ccc(C(=O)O)cc1N. The product is CC(=O)Nc1cc(C(=O)O)ccc1N(N)C(C)=O. RXN SMILES: [CH3:1][C:2](=[O:3])[O:4][C:5](=[O:6])[CH3:7].[Cl:23][CH2:24][Cl:25].[NH2:8][c:9]1[c:10]([N:18]([NH2:19])[C:20]([CH3:21])=[O:22])[cH:11][cH:12][c:13]([C:15](=[O:16])[OH:17])[cH:14]1>>[CH3:1][C:2](=[O:3])[NH:8][c:9]1[c:10]([N:18]([NH2:19])[C:20]([CH3:21])=[O:22])[cH:11][cH:12][c:13]([C:15](=[O:16])[OH:17])[cH:14]1. The reactants are CI (methyl iodide), O (H2O), O (Water), C=CCN1CC[C@]23C4=C5C=CC(=C4O[C@H]2C(=O)CC[C@]3([C@H]1C5)O)O (naloxone), C(=O)([O-])[O-].[K+].[K+] (K2CO3). Yield: 65.8%. Reaction conditions: time 1 hour. The solvent is CN(C)C=O (DMF), C(Cl)Cl (CH2Cl2), CN(C)C=O (DMF). Procedure details: To a solution of naloxone (50 g, 125 mmol) in 50 mL of DMF was added K2CO3 (51.8 g, 375 mmol). The resulting suspension was stirred at ambient temperature for 30 min whereupon methyl iodide (7.82 mL, 125 mmol) in 7 mL of DMF was added dropwise via an addition funnel. The suspension was maintained overnight at ambient temperature. The reaction mixture was added to 1 L of H2O and a white precipitate formed. The mixture was stirred for 1 h then filtered to give a white solid. The solid was dissolve... The product is C(C=C)N1[C@H]2[C@@]3(CCC([C@H]4[C@]3(CC1)C1=C(O4)C(=CC=C1C2)OC)=O)O ((4R,4aS,7aR,12bS)-3-allyl-4a-hydroxy-9-methoxy-2,3,4,4a,5,6-hexahydro-1H-4,12-methanobenzofuro[3,2-e]isoquinolin-7(7aH)-one). Reaction SMILES: [CH2:1]=[CH:2][CH2:3][N:4]1[C@@H:21]2[CH2:22][C:9]3[CH:10]=[CH:11][C:12]([OH:24])=[C:13]4[O:14][C@H:15]5[C:16]([CH2:18][CH2:19][C@:20]2([OH:23])[C@:7]5([C:8]=34)[CH2:6][CH2:5]1)=[O:17].[C:25]([O-])([O-])=O.[K+].[K+].CI.O>CN(C=O)C.C(Cl)Cl>[CH2:3]([N:4]1[CH2:5][CH2:6][C@@:7]23[C:8]4[C:9]5[CH2:22][C@@H:21]1[C@:20]2([OH:23])[CH2:19][CH2:18][C:16](=[O:17])[C@@H:15]3[O:14][C:13]=4[C:12]([O:24][CH3:25])=[CH:11][CH:10]=5)[CH:2]=[CH2:1] |f:1.2.3|. The reactants are COC=1C=C(C=CC1OC)C (3,4-dimethoxytoluene), CC1=CC(=C(C=C1C=O)OC)OC (6-methylveratraldehyde), [OH-].[K+] (KOH), NN (hydrazine). The solvent is C(COCCO)O (diethylene glycol). The product is CC=1C=C(C(=CC1C)OC)OC (4,5-dimethylveratrole). RXN SMILES: [CH3:1][C:2]1[C:7]([CH:8]=O)=[CH:6][C:5]([O:10][CH3:11])=[C:4]([O:12][CH3:13])[CH:3]=1.[OH-].[K+].NN.COC1C=C(C)C=CC=1OC>C(O)COCCO>[CH3:1][C:2]1[CH:3]=[C:4]([O:12][CH3:13])[C:5]([O:10][CH3:11])=[CH:6][C:7]=1[CH3:8] |f:1.2|. Procedure: 1.80 g of 6-methylveratraldehyde was treated with 2 g KOH, 1.4 ml 95% hydrazine, and 20 ml diethylene glycol in the manner described in the preparation of 3,4-dimethoxytoluene to give a quantitative yield of 4,5-dimethylveratrole as a cream colored solid. An analytical sample was sublimed (60°/0.05 mm Hg) to give a white powder, mp 41°-42°(Lit. 42.5°). Nmr (δ): 2.19 (s, 6H), 3.85 (s, 6H), 6.66 (s, 2H). The solvent is C1CCOC1 (THF). Reaction SMILES: [Cl:1][C:2]1[C:7]([O:8][CH2:9][C:10]2[CH:15]=[CH:14][CH:13]=[CH:12][CH:11]=2)=[CH:6][CH:5]=[C:4](I)[N:3]=1.C([Li])CCC.[CH:22](=[O:24])[CH3:23]>C1COCC1>[Cl:1][C:2]1[C:7]([O:8][CH2:9][C:10]2[CH:15]=[CH:14][CH:13]=[CH:12][CH:11]=2)=[CH:6][CH:5]=[C:4]([CH:22]([OH:24])[CH3:23])[N:3]=1. Product: ClC1=NC(=CC=C1OCC1=CC=CC=C1)C(C)O (2-chloro-3-benzyloxy-6-(1-hydroxyethyl)-pyridine). Reactants: C(CCC)[Li] (n-butyllithium), ClC1=NC(=CC=C1OCC1=CC=CC=C1)I (2-Chloro-3-benzyloxy-6-iodo-pyridine), C(C)=O (acetaldehyde). Conditions: temperature 22 celsius, time 60 minute. The yield is 69.5%. Reported procedure: 2-Chloro-3-benzyloxy-6-iodo-pyridine (416 mg, 1.2 mmol) in THF (4 mL) was cooled to -78° C. and treated with n-butyllithium (1.2 mL of 1.6M in hexanes, 1.92 mmol). After 60 minutes, acetaldehyde (237 mg, 5.4 mmol) was added and the reaction was allowed to warm to 22° C. over 2 hours. The reaction was quenched with water (5 mL) and concentrated in vacuo. The remaining solution was extracted several times with ethyl acetate, dried over MgSO4, and concentrated in vacuo to yield an oil. The oil was ...